This data is from the Open Reaction Database (ORD), a public repository of structured organic reaction records. The task is: describe an organic reaction: reactants, conditions, products, and yield Starting materials: CNC(=O)C1=C(C=C(C(=O)OC)C=C1)[N+](=O)[O-] (methyl 4-(methylamino)carbonyl-3-nitrobenzoate), [Sn](Cl)Cl (tin (ii) chloride). The solvent is C(C)O (ethanol), O (water), C([O-])(O)=O.[Na+] (sodium bicarbonate). Reaction conditions: temperature 70 celsius. The product is NC=1C=C(C(=O)OC)C=CC1C(=O)NC (methyl 3-amino-4-(methylamino)carbonylbenzoate). Isolated yield 56.1%. As a reaction SMILES: [CH3:1][NH:2][C:3]([C:5]1[CH:14]=[CH:13][C:8]([C:9]([O:11][CH3:12])=[O:10])=[CH:7][C:6]=1[N+:15]([O-])=O)=[O:4].[Sn](Cl)Cl>C(O)C.O.C(=O)(O)[O-].[Na+]>[NH2:15][C:6]1[CH:7]=[C:8]([CH:13]=[CH:14][C:5]=1[C:3]([NH:2][CH3:1])=[O:4])[C:9]([O:11][CH3:12])=[O:10] |f:4.5|. Procedure: A mixture of methyl 4-(methylamino)carbonyl-3-nitrobenzoate (3.84 g, 0.0185 mol) and tin (ii) chloride (15.3 g, 0.08 mol) in ethanol (80 mL) was heated at 70° C. for 1 h. The reaction mixture was diluted with water (150 mL) and sodium bicarbonate solution was added to it to bring the pH close to 8. The mixture was extracted with ethyl acetate and the organic layer washed with water and brine and dried over sodium sulphate. After filtration, the solution was concentrated and the residue was recry... The product is CCCCc1nc2ccc(-c3cn4ccccc4n3)cc2n1Cc1ccc(-c2ccccc2C(=O)O)cc1. Reactants: CCCCc1nc2ccc(-c3cn4ccccc4n3)cc2n1Cc1ccc(-c2ccccc2C(=O)OC(C)(C)C)cc1, ClCCl, O=C(O)C(F)(F)F. As a reaction SMILES: [CH2:1]([CH2:2][CH2:3][CH3:4])[c:5]1[n:6][c:7]2[c:8]([n:9]1[CH2:10][c:11]1[cH:12][cH:13][c:14](-[c:17]3[c:18]([C:23](=[O:24])[O:25][C:26]([CH3:27])([CH3:28])[CH3:29])[cH:19][cH:20][cH:21][cH:22]3)[cH:15][cH:16]1)[cH:30][c:31](-[c:34]1[n:35][c:36]3[n:37]([cH:38][cH:39][cH:40][cH:41]3)[cH:42]1)[cH:32][cH:33]2.[CH2:50]([Cl:51])[Cl:52].[OH:43][C:44]([C:45]([F:46])([F:47])[F:48])=[O:49]>>[CH2:1]([CH2:2][CH2:3][CH3:4])[c:5]1[n:6][c:7]2[c:8]([n:9]1[CH2:10][c:11]1[cH:12][cH:13][c:14](-[c:17]3[c:18]([C:23](=[O:24])[OH:25])[cH:19][cH:20][cH:21][cH:22]3)[cH:15][cH:16]1)[cH:30][c:31](-[c:34]1[n:35][c:36]3[n:37]([cH:38][cH:39][cH:40][cH:41]3)[cH:42]1)[cH:32][cH:33]2. Starting materials: Cl.CO (HCl MeOH), ClCCl (Dichloromethane), Cl.CO (HCl MeOH), CC=1SC2(CN1)CCN(CC2)C (2,8-dimethyl-1-thia-3,8-diaza-spiro[4.5]dec-2-ene), C(#N)[BH3-].[Na+] (Sodium cyanoborohydride). The reagents and catalysts are CC1=C(C=C(C(=C1Br)O)Br)C2(C=3C=CC=CC3S(=O)(=O)O2)C=4C=C(C(=C(C4C)Br)O)Br (bromocresol green). Run in CO (methanol). Conditions: time 2 hour. The product is CC1SC2(CN1)CCN(CC2)C (2,8-dimethyl-1-thia-3,8-diazaspiro[4.5]decane). Yield: 19.5%. Reaction SMILES: [CH3:1][C:2]1[S:3][C:4]2([CH2:11][CH2:10][N:9]([CH3:12])[CH2:8][CH2:7]2)[CH2:5][N:6]=1.Cl.CO.C([BH3-])#N.[Na+].ClCCl>CO.CC1C(Br)=C(O)C(Br)=CC=1C1(C2C=C(Br)C(O)=C(Br)C=2C)OS(=O)(=O)C2C=CC=CC1=2>[CH3:1][CH:2]1[NH:6][CH2:5][C:4]2([CH2:11][CH2:10][N:9]([CH3:12])[CH2:8][CH2:7]2)[S:3]1 |f:1.2,3.4|. Procedure details: To a stirred solution of 2,8-dimethyl-1-thia-3,8-diaza-spiro[4.5]dec-2-ene (10.4 ml, 60 mmol) in methanol (150 ml) at room temperature, bromocresol green (5 mg) was added and the solution became blue. 4N HCl/MeOH was added to the stirred solution until the color changed to yellow. Sodium cyanoborohydride (3.9 gr, 62 mmol) was then added in one portion and the resulting mixture was stirred at room temperature for 2 h. During this period, each time that the reaction color changed to green, more 4N...